Dataset: the Open Reaction Database (ORD), a public repository of structured organic reaction records. Task: describe an organic reaction: reactants, conditions, products, and yield The reactants are C(C)OC(\C=C\C(C)C)=O ((E)-4-methyl-pent-2-enoic acid ethyl ester), C(C1=CC=CC=C1)N(COC)C[Si](C)(C)C (N-benzyl-N-(methoxymethyl)tri-methylsilylmethylamine). Yields the product C(C)OC(=O)C1CN(CC1C(C)C)CC1=CC=CC=C1 ((3RS,4RS)-1-benzyl-4-isopropyl-pyrrolidine-3-carboxylic acid ethyl ester). RXN SMILES: [CH2:1]([O:3][C:4](=[O:10])/[CH:5]=[CH:6]/[CH:7]([CH3:9])[CH3:8])[CH3:2].[CH2:11]([N:18]([CH2:22][Si](C)(C)C)[CH2:19]OC)[C:12]1[CH:17]=[CH:16][CH:15]=[CH:14][CH:13]=1>>[CH2:1]([O:3][C:4]([CH:5]1[CH:6]([CH:7]([CH3:9])[CH3:8])[CH2:22][N:18]([CH2:11][C:12]2[CH:17]=[CH:16][CH:15]=[CH:14][CH:13]=2)[CH2:19]1)=[O:10])[CH3:2]. Procedure: 104.1 In analogy to example 101.1 (E)-4-methyl-pent-2-enoic acid ethyl ester and N-benzyl-N-(methoxymethyl)tri-methylsilylmethylamine (CAS 93102-05-7) were reacted to give (3RS,4RS)-1-benzyl-4-isopropyl-pyrrolidine-3-carboxylic acid ethyl ester. Light yellow oil.